From a dataset of the Open Reaction Database (ORD), a public repository of structured organic reaction records. describe an organic reaction: reactants, conditions, products, and yield Reactants: C(C1=CC=CC=C1)(C1=CC=CC=C1)ON1C(=CC(C(=C1)OCC1=CC=C(C=C1)OC)=O)CO (1-(benzhydryloxy)-2-(hydroxymethyl)-5-((4-methoxybenzyl)oxy)pyridin-4(1H)-one), C(C1=CC=CC=C1)(C1=CC=CC=C1)ON1C(=CC(C(=C1)OCC1=CC=C(C=C1)OC)=O)CO (1-(benzhydryloxy)-2-(hydroxymethyl)-5-((4-methoxybenzyl)oxy)pyridin-4(1H)-one), C1(C=2C(C(N1)=O)=CC=CC2)=O (phthalimide), C1(=CC=CC=C1)P(C1=CC=CC=C1)C1=CC=CC=C1 (triphenylphosphine), N(=NC(=O)OC(C)C)C(=O)OC(C)C (diisopropyl azodicarboxylate). Solvent: C1CCOC1 (THF), CN(C)C=O (DMF). Conditions: time 8 hour. The product is C(C1=CC=CC=C1)(C1=CC=CC=C1)ON1C(=CC(C(=C1)OCC1=CC=C(C=C1)OC)=O)CN1C(C2=CC=CC=C2C1=O)=O (2-((1-(benzhydryloxy)-5-((4-methoxybenzyl)oxy)-4-oxo-1,4-dihydropyridin-2-yl)methyl)isoindoline-1,3-dione). Isolated yield 64.3%. RXN SMILES: [CH:1]([O:14][N:15]1[CH:20]=[C:19]([O:21][CH2:22][C:23]2[CH:28]=[CH:27][C:26]([O:29][CH3:30])=[CH:25][CH:24]=2)[C:18](=[O:31])[CH:17]=[C:16]1[CH2:32]O)([C:8]1[CH:13]=[CH:12][CH:11]=[CH:10][CH:9]=1)[C:2]1[CH:7]=[CH:6][CH:5]=[CH:4][CH:3]=1.[C:34]1(=[O:44])[NH:38][C:37](=[O:39])[C:36]2=[CH:40][CH:41]=[CH:42][CH:43]=[C:35]12.C1(P(C2C=CC=CC=2)C2C=CC=CC=2)C=CC=CC=1.N(C(OC(C)C)=O)=NC(OC(C)C)=O>C1COCC1.CN(C=O)C>[CH:1]([O:14][N:15]1[CH:20]=[C:19]([O:21][CH2:22][C:23]2[CH:28]=[CH:27][C:26]([O:29][CH3:30])=[CH:25][CH:24]=2)[C:18](=[O:31])[CH:17]=[C:16]1[CH2:32][N:38]1[C:34](=[O:44])[C:35]2[C:36](=[CH:40][CH:41]=[CH:42][CH:43]=2)[C:37]1=[O:39])([C:8]1[CH:13]=[CH:12][CH:11]=[CH:10][CH:9]=1)[C:2]1[CH:3]=[CH:4][CH:5]=[CH:6][CH:7]=1. Procedure details: To a solution of 1-(benzhydryloxy)-2-(hydroxymethyl)-5-((4-methoxybenzyl)oxy)pyridin-4(1H)-one (Intermediate 291, 2 g, 4.51 mmol), phthalimide (0.664 g, 4.51 mmol) and triphenylphosphine (1.178 g, 4.51 mmol) in THF (20 mL) at room temperature was added diisopropyl azodicarboxylate (2.397 mL, 12.18 mmol). Reagents are insoluble. DMF (10 mL) was added. The reaction was stirred at room temperature overnight. The reaction mixture was filtered and concentrated onto silica gel. Silica gel chromatograp... The reactants are Cl, Cl, Cl, O=C(O)CCC(F)(F)F, NC1CCC(CCN2CCN(c3nccc4c3CCO4)CC2)CC1. Product: O=C(CCC(F)(F)F)NC1CCC(CCN2CCN(c3nccc4c3CCO4)CC2)CC1. Reaction SMILES: [ClH:1].[ClH:2].[ClH:3].[F:28][C:29]([CH2:30][CH2:31][C:32](=[O:33])[OH:34])([F:35])[F:36].[O:4]1[CH2:5][CH2:6][c:7]2[c:8]([N:13]3[CH2:14][CH2:15][N:16]([CH2:19][CH2:20][CH:21]4[CH2:22][CH2:23][CH:24]([NH2:27])[CH2:25][CH2:26]4)[CH2:17][CH2:18]3)[n:9][cH:10][cH:11][c:12]21>>[O:4]1[CH2:5][CH2:6][c:7]2[c:8]([N:13]3[CH2:14][CH2:15][N:16]([CH2:19][CH2:20][CH:21]4[CH2:22][CH2:23][CH:24]([NH:27][C:32]([CH2:31][CH2:30][C:29]([F:28])([F:35])[F:36])=[O:33])[CH2:25][CH2:26]4)[CH2:17][CH2:18]3)[n:9][cH:10][cH:11][c:12]21.